This data is from the Open Reaction Database (ORD), a public repository of structured organic reaction records. The task is: describe an organic reaction: reactants, conditions, products, and yield The reactants are C(C)(=O)OCC (ethyl acetate), CCCCCC (hexane), N,N'-carbonyldiimidazole, C(C)(C)(C)C1=C(C=C(C(=O)O)C=C1)[N+](=O)[O-] (4-t-butyl-3-nitrobenzoic acid), N (ammonia). The solvent is C(C)(=O)OCC.CCCCCC (ethyl acetate hexane), C(C)#N (acetonitrile). Reaction conditions: time 1 hour. The product is C(C)(C)(C)C1=C(C=C(C=C1)C(N)=O)[N+](=O)[O-] (2-t-Butyl-5-carbamoyl-1-nitrobenzene). Yield: 84.8%. As a reaction SMILES: [C:1]([C:5]1[CH:13]=[CH:12][C:8]([C:9](O)=[O:10])=[CH:7][C:6]=1[N+:14]([O-:16])=[O:15])([CH3:4])([CH3:3])[CH3:2].[NH3:17].C(OCC)(=O)C.CCCCCC>C(#N)C.C(OCC)(=O)C.CCCCCC>[C:1]([C:5]1[CH:13]=[CH:12][C:8]([C:9](=[O:10])[NH2:17])=[CH:7][C:6]=1[N+:14]([O-:16])=[O:15])([CH3:4])([CH3:3])[CH3:2] |f:5.6|. Procedure details: 12.0 g (74.0 mmol) of N,N'-carbonyldiimidazole were added to a suspension of 15.03 g (67.3 mmol) of 4-t-butyl-3-nitrobenzoic acid in 150 ml of acetonitrile, and the resulting mixture was stirred for 1 hour, after which 20 ml (0.31 mol) of aqueous ammonia were added. The reaction mixture was stirred for 30 minutes, after which it was concentrated by evaporation under reduced pressure, and the concentrate was dissolved in ethyl acetate. The organic phase was washed with water, with 2N aqueous hydr... Reactants: ClC(=CC(C(C(C)=O)(C)C)Cl)Cl (1,1,3-trichloro-4,4-dimethyl-1-hexen-5-one), BrBr (bromine). The solvent is C(Cl)(Cl)Cl (chloroform). Run at time 3 hour. The product is ClC(=CC(C(C(CBr)=O)(C)C)Cl)Cl (1,1,3-trichloro-6-bromo-4,4-dimethyl-1-hexen-5-one). As a reaction SMILES: [Cl:1][C:2]([Cl:12])=[CH:3][CH:4]([Cl:11])[C:5]([CH3:10])([CH3:9])[C:6](=[O:8])[CH3:7].[Br:13]Br>C(Cl)(Cl)Cl>[Cl:1][C:2]([Cl:12])=[CH:3][CH:4]([Cl:11])[C:5]([CH3:9])([CH3:10])[C:6](=[O:8])[CH2:7][Br:13]. Procedure details: 11.475 g (0.05 mol) of 1,1,3-trichloro-4,4-dimethyl-1-hexen-5-one are dissolved in 150 ml of chloroform, and 8 g (0.05 mol) of bromine are added without cooling. The mixture is stirred for 3 hours at room temperature, and hydrogen bromide and solvent are distilled off in vacuo; the final residues are removed in a high vacuum. 15.5 g are obtained of crude 1,1,3-trichloro-6-bromo-4,4-dimethyl-1-hexen-5-one, the structure of which is confirmed by the 1H-NMR spectrum. It is used directly in the next...